This data is from the Open Reaction Database (ORD), a public repository of structured organic reaction records. The task is: describe an organic reaction: reactants, conditions, products, and yield Starting materials: Cc1cc(C)cc(-c2[nH]c3ccc([N+](=O)[O-])cc3c2CCNC(=O)OC(C)(C)C)c1, CO, O=[Pt]=O. Product: Cc1cc(C)cc(-c2[nH]c3ccc(N)cc3c2CCNC(=O)OC(C)(C)C)c1. As a reaction SMILES: [C:1]([CH3:2])([CH3:3])([CH3:4])[O:5][C:6]([NH:7][CH2:8][CH2:9][c:10]1[c:11](-[c:22]2[cH:23][c:24]([CH3:29])[cH:25][c:26]([CH3:28])[cH:27]2)[nH:12][c:13]2[cH:14][cH:15][c:16]([N+:19]([O-:20])=[O:21])[cH:17][c:18]12)=[O:30].[CH3:31][OH:32].[Pt:33](=[O:34])=[O:35]>>[C:1]([CH3:2])([CH3:3])([CH3:4])[O:5][C:6]([NH:7][CH2:8][CH2:9][c:10]1[c:11](-[c:22]2[cH:23][c:24]([CH3:29])[cH:25][c:26]([CH3:28])[cH:27]2)[nH:12][c:13]2[cH:14][cH:15][c:16]([NH2:19])[cH:17][c:18]12)=[O:30]. Reactants: [Li] (lithium), dry liquid, N (ammonia), C=CC(C)=C (isoprene), [Li] (lithium), [Li] (lithium), [Cl-].[NH4+] (ammonium chloride), [Cl-].[NH4+] (ammonium chloride), [Li] (lithium), [Cl-].[NH4+] (ammonium chloride), [Li] (lithium), [Li] (lithium), O1[C@H]2[C@@H]1C(C=C1C=C[C@H]3[C@@H]4CC[C@H]([C@@H](C)OC5OCCCC5)[C@]4(CC[C@@H]3[C@@]21C)C)=O ((20R)-1α,2α-epoxy-20-[(tetrahydro-2H-pyran-2-yl)oxy]-pregna-4,6-dien-3-one), [Cl-].[NH4+] (ammonium chloride), [Li] (lithium), [Cl-].[NH4+] (ammonium chloride). The solvent is CCOCC (ether), CCOCC (ether). Reaction conditions: time 15 minute. Yields the product O[C@H]1C[C@@H](CC2=CC[C@H]3[C@@H]4CC[C@H]([C@@H](C)OC5OCCCC5)[C@]4(CC[C@@H]3[C@@]12C)C)O ((20R)-1α,3β-dihydroxy-20-[(tetrahydro-2H-pyran-2-yl)oxy]-pregn-5-ene). Isolated yield 77.2%. RXN SMILES: [Li].N.[O:3]1[C@H:5]2[C:6](=[O:32])[CH:7]=[C:8]3[C@:29]([CH3:30])([C@@H:4]12)[C@@H:28]1[C@H:11]([C@H:12]2[C@:25]([CH3:31])([CH2:26][CH2:27]1)[C@@H:15]([C@H:16]([O:18][CH:19]1[CH2:24][CH2:23][CH2:22][CH2:21][O:20]1)[CH3:17])[CH2:14][CH2:13]2)[CH:10]=[CH:9]3.C=CC(=C)C.[Cl-].[NH4+]>CCOCC>[OH:3][C@@H:4]1[C@@:29]2([CH3:30])[C:8](=[CH:9][CH2:10][C@@H:11]3[C@@H:28]2[CH2:27][CH2:26][C@@:25]2([CH3:31])[C@H:12]3[CH2:13][CH2:14][C@@H:15]2[C@H:16]([O:18][CH:19]2[CH2:24][CH2:23][CH2:22][CH2:21][O:20]2)[CH3:17])[CH2:7][C@@H:6]([OH:32])[CH2:5]1 |f:4.5,^1:0|. Reported procedure: 0.316 g (45 mg-atom) of lithium are added to 150 ml of dry liquid ammonia at -31° C. to -33° C. After stirring for 15 minutes in an argon atmosphere, the resulting dark blue mixture is treated dropwise within 45 minutes with a solution of 3.23 g (7.8 mmol) of (20R)-1α,2α-epoxy-20-[(tetrahydro-2H-pyran-2-yl)oxy]-pregna-4,6-dien-3-one in 180 ml of ether. The blue mixture is stirred at the aforementioned temperature for 15 minutes in an argon atmosphere and 0.15 ml of isoprene is added. The resulti... Reactants: CCCOC1CCNCC1, CC#N, CCOC(C)=O, O=c1ccc2ccccc2n1CCCCl, [K+], [K+], O=C([O-])[O-], O. Yields the product CCCOC1CCN(CCCn2c(=O)ccc3ccccc32)CC1. Reaction SMILES: [CH2:22]([CH2:23][CH3:24])[O:25][CH:26]1[CH2:27][CH2:28][NH:29][CH2:30][CH2:31]1.[CH3:32][C:33]#[N:34].[CH3:36][CH2:37][O:38][C:39]([CH3:40])=[O:41].[Cl:1][CH2:2][CH2:3][CH2:4][n:5]1[c:6](=[O:15])[cH:7][cH:8][c:9]2[cH:10][cH:11][cH:12][cH:13][c:14]12.[K+:16].[K+:17].[O-:18][C:19]([O-:20])=[O:21].[OH2:35]>>[CH2:2]([CH2:3][CH2:4][n:5]1[c:6](=[O:15])[cH:7][cH:8][c:9]2[cH:10][cH:11][cH:12][cH:13][c:14]12)[N:29]1[CH2:28][CH2:27][CH:26]([O:25][CH2:22][CH2:23][CH3:24])[CH2:31][CH2:30]1. The reactants are P(=O)(Cl)(Cl)Cl (Phosphorus oxychloride), [N+](=O)([O-])C=1C=NC2=CC=CN=C2C1O (3-nitro[1,5]naphthyridin-4-ol). Run in CN(C=O)C (N,N-dimethylformamide), CN(C=O)C (N,N-dimethylformamide). Product: ClC1=C(C=NC2=CC=CN=C12)[N+](=O)[O-] (4-chloro-3-nitro[1,5]naphthyridine). Yield: 66.8%. RXN SMILES: P(Cl)(Cl)([Cl:3])=O.[N+:6]([C:9]1[CH:10]=[N:11][C:12]2[C:17]([C:18]=1O)=[N:16][CH:15]=[CH:14][CH:13]=2)([O-:8])=[O:7]>CN(C)C=O>[Cl:3][C:18]1[C:17]2[C:12](=[CH:13][CH:14]=[CH:15][N:16]=2)[N:11]=[CH:10][C:9]=1[N+:6]([O-:8])=[O:7]. Reported procedure: Phosphorus oxychloride (3.4 mL, 30 mmol) was added to chilled (ice bath) N,N-dimethylformamide (15 mL). The resulting solution was added dropwise to a solution of 3-nitro[1,5]naphthyridin-4-ol (5.73 g, 30 mmol) in N,N-dimethylformamide (35 mL). The reaction mixture was maintained at ambient temperature for 5 hours and then it was poured onto ice. The resulting yellow precipitate was isolated by filtration and then partitioned between dichloromethane (200 mL) and water (150 mL). The organic layer... Starting materials: CC(=O)O, CC(Oc1cccnc1N)c1c(Cl)ccc(F)c1Cl, [O-][I+3]([O-])([O-])O, I, O, O=S(=O)(O)O. The product is CC(Oc1cc(I)cnc1N)c1c(Cl)ccc(F)c1Cl. As a reaction SMILES: [CH3:31][C:32](=[O:33])[OH:34].[Cl:12][c:13]1[c:14]([CH:21]([CH3:22])[O:23][c:24]2[c:25]([NH2:30])[n:26][cH:27][cH:28][cH:29]2)[c:15]([Cl:20])[cH:16][cH:17][c:18]1[F:19].[I+3:1]([OH:2])([O-:3])([O-:4])[O-:5].[I:6].[OH2:35].[S:7](=[O:8])(=[O:9])([OH:10])[OH:11]>>[I:1][c:28]1[cH:27][n:26][c:25]([NH2:30])[c:24]([O:23][CH:21]([c:14]2[c:13]([Cl:12])[c:18]([F:19])[cH:17][cH:16][c:15]2[Cl:20])[CH3:22])[cH:29]1. The reactants are FC1=C(C(=CC=C1N)F)NC1=NC=CC=C1C1=C2N=CN(C2=NC=N1)C1OCCCC1 (2,6-difluoro-N1-(3-(9-(tetrahydro-2H-pyran-2-yl)-9H-purin-6-yl)pyridin-2-yl)benzene-1,3-diamine), target compound, ClC=1C=C(C=CC1Cl)S(=O)(=O)Cl (3,4-dichlorobenzenesulfonyl chloride), N1=CC=CC=C1 (pyridine). Solvent: ClCCl (dichloromethane). Run at temperature 50 celsius, time 2 hour. Product: ClC=1C=C(C=CC1Cl)S(=O)(=O)NC1=C(C(=C(C=C1)F)NC1=NC=CC=C1C1=C2N=CN(C2=NC=N1)C1OCCCC1)F (3,4-dichloro-N-(2,4-difluoro-3-(3-(9-(tetrahydro-2H-pyran-2-yl)-9H-purin-6-yl)pyridin-2-ylamino)phenyl)benzenesulfonamide). The yield is 89.0%. Reaction SMILES: [F:1][C:2]1[C:7]([NH2:8])=[CH:6][CH:5]=[C:4]([F:9])[C:3]=1[NH:10][C:11]1[C:16]([C:17]2[N:25]=[CH:24][N:23]=[C:22]3[C:18]=2[N:19]=[CH:20][N:21]3[CH:26]2[CH2:31][CH2:30][CH2:29][CH2:28][O:27]2)=[CH:15][CH:14]=[CH:13][N:12]=1.[Cl:32][C:33]1[CH:34]=[C:35]([S:40](Cl)(=[O:42])=[O:41])[CH:36]=[CH:37][C:38]=1[Cl:39].N1C=CC=CC=1>ClCCl>[Cl:32][C:33]1[CH:34]=[C:35]([S:40]([NH:8][C:7]2[CH:6]=[CH:5][C:4]([F:9])=[C:3]([NH:10][C:11]3[C:16]([C:17]4[N:25]=[CH:24][N:23]=[C:22]5[C:18]=4[N:19]=[CH:20][N:21]5[CH:26]4[CH2:31][CH2:30][CH2:29][CH2:28][O:27]4)=[CH:15][CH:14]=[CH:13][N:12]=3)[C:2]=2[F:1])(=[O:41])=[O:42])[CH:36]=[CH:37][C:38]=1[Cl:39]. Procedure: The 2,6-difluoro-N1-(3-(9-(tetrahydro-2H-pyran-2-yl)-9H-purin-6-yl)pyridin-2-yl)benzene-1,3-diamine (20 mg, 0.047 mmol) prepared at Step 9 was added and dissolved into dichloromethane solvent. 3,4-dichlorobenzenesulfonyl chloride (17 mg, 0.07 mmol) and pyridine (8 uL, 0.094 mmol) were added into the reaction solution and stirred at 50° C. for 2 hours. After the reaction, the reactant was washed with 1N aqueous hydrochloric acid solution and salt water. After extraction with dichloromethane, the ... Reactants: Cc1ccc(-c2nc3sc4ccccc4n3c2CC(=O)O)s1, N, C1CCOC1. The product is Cc1ccc(-c2nc3sc4ccccc4n3c2CC(N)=O)s1. RXN SMILES: [CH3:1][c:2]1[cH:3][cH:4][c:5](-[c:7]2[n:8][c:9]3[s:10][c:11]4[c:12]([n:13]3[c:14]2[CH2:15][C:16](=[O:17])[OH:18])[cH:19][cH:20][cH:21][cH:22]4)[s:6]1.[NH3:23].[O:24]1[CH2:25][CH2:26][CH2:27][CH2:28]1>>[CH3:1][c:2]1[cH:3][cH:4][c:5](-[c:7]2[n:8][c:9]3[s:10][c:11]4[c:12]([n:13]3[c:14]2[CH2:15][C:16](=[O:17])[NH2:23])[cH:19][cH:20][cH:21][cH:22]4)[s:6]1. Starting materials: [BH4-], COc1cccc2c1c(C(=O)C(N)=O)cn2Cc1ccccc1, CCO, [Na+]. Yields the product COc1cccc2c1c(C(O)C(N)=O)cn2Cc1ccccc1. Reaction SMILES: [BH4-:24].[CH3:1][O:2][c:3]1[c:4]2[c:5]([C:19]([C:20](=[O:21])[NH2:22])=[O:23])[cH:6][n:7]([CH2:12][c:13]3[cH:14][cH:15][cH:16][cH:17][cH:18]3)[c:8]2[cH:9][cH:10][cH:11]1.[CH3:26][CH2:27][OH:28].[Na+:25]>>[CH3:1][O:2][c:3]1[c:4]2[c:5]([CH:19]([C:20](=[O:21])[NH2:22])[OH:23])[cH:6][n:7]([CH2:12][c:13]3[cH:14][cH:15][cH:16][cH:17][cH:18]3)[c:8]2[cH:9][cH:10][cH:11]1. Reactants: O (water), [OH-].[Na+] (sodium hydroxide), ClC(=O)OC1=CC=CC=C1 (phenyl chloroformate), CNC(=O)C1=CC=C(N)C=C1 (4-(methylcarbamoyl)aniline). Run in O1CCOCC1 (1,4-dioxane). Conditions: time 2 hour. Yields the product CNC(=O)C1=CC=C(C=C1)NC(OC1=CC=CC=C1)=O (phenyl 4-(methylcarbamoyl)phenylcarbamate). The yield is 94.5%. RXN SMILES: [CH3:1][NH:2][C:3]([C:5]1[CH:11]=[CH:10][C:8]([NH2:9])=[CH:7][CH:6]=1)=[O:4].[OH-].[Na+].Cl[C:15]([O:17][C:18]1[CH:23]=[CH:22][CH:21]=[CH:20][CH:19]=1)=[O:16].O>O1CCOCC1>[CH3:1][NH:2][C:3]([C:5]1[CH:11]=[CH:10][C:8]([NH:9][C:15](=[O:16])[O:17][C:18]2[CH:23]=[CH:22][CH:21]=[CH:20][CH:19]=2)=[CH:7][CH:6]=1)=[O:4] |f:1.2|. Procedure details: To a suspension of 4-(methylcarbamoyl)aniline (1.0 g) in 1,4-dioxane (10 ml) were added 1N sodium hydroxide solution (13.4 ml) and phenyl chloroformate (1.26 g) under ice-cooling, and the mixture was stirred for 2 hours at ambient temperature. The reaction mixture was poured into water and extracted with a mixture of chloroform and methanol. The extract was washed with water, dried over magnesium sulfate and evaporated in vacuo. The residue was crystallized from ethyl acetate to give phenyl 4-(m...